This data is from the Open Reaction Database (ORD), a public repository of structured organic reaction records. The task is: describe an organic reaction: reactants, conditions, products, and yield Starting materials: BrC1=C(C=CC=C1N)OC (2-bromo-3-aminoanisole), C(CC(=O)O)(=O)O (malonic acid), P(=O)(Cl)(Cl)Cl (phosphorous oxychloride). Run in ice water. Run at temperature 95 celsius, time 30 minute. The product is N1C(C=CC2=CC=CC=C12)=O (quinolone). As a reaction SMILES: Br[C:2]1[C:7]([NH2:8])=[CH:6][CH:5]=[CH:4][C:3]=1OC.[C:11](O)(=O)[CH2:12][C:13](O)=[O:14].P(Cl)(Cl)(Cl)=O>>[NH:8]1[C:7]2[C:2](=[CH:3][CH:4]=[CH:5][CH:6]=2)[CH:11]=[CH:12][C:13]1=[O:14]. Procedure: To 2-bromo-3-aminoanisole 2B4 (378 mg, 1.87 mmol, 1 eq) and malonic acid (194 mg, 1.87 mmol) was added phosphorous oxychloride (175 μL, 1.87 mmol). The reaction was placed in a pre-heated bath (95° C.) and stirred for 30 minutes. The mixture was cooled, and diluted with ice water and stirred ca. 2 h to afford a grey solid. This was filtered and washed with water until free of acid and then taken up into 1N NaOH. Insoluble material was removed by filtration and the resulting aqueous solution was ...